describe an organic reaction: reactants, conditions, products, and yield From a dataset of the Open Reaction Database (ORD), a public repository of structured organic reaction records. The reactants are CSC=1C=C2CCN=CC2=CC1 (6-methylsulfanyl-3,4-dihydro-isoquinoline), S(=O)(=O)(OC)OC (dimethyl sulfate), NC=1C=C(C(=O)O)C=CC1 (3-Amino-benzoic acid), O(C(=S)[S-])CC.[Na+] (sodium ethyl xanthate). Yields the product CSC=1C=C(C(=O)O)C=CC1 (3-methylsulfanyl-benzoic acid). As a reaction SMILES: [CH3:1][S:2]C1C=C2C(=CC=1)C=NCC2.N[C:14]1[CH:15]=[C:16]([CH:20]=[CH:21][CH:22]=1)[C:17]([OH:19])=[O:18].O(CC)C([S-])=S.[Na+].S(OC)(OC)(=O)=O>>[CH3:1][S:2][C:14]1[CH:15]=[C:16]([CH:20]=[CH:21][CH:22]=1)[C:17]([OH:19])=[O:18] |f:2.3|. Procedure: Scheme 3 depicts the synthesis of 6-methylsulfanyl-3,4-dihydro-isoquinoline (XII). 3-Amino-benzoic acid (IV) is diazotized, reacted with sodium ethyl xanthate, followed by saponification, and is alkylated with dimethyl sulfate to give 3-methylsulfanyl-benzoic acid (V). This acid is reduced with Red-Al® (sodium bis (2-methoxyethoxy) aluminum hydride in toluene, Aldrich, Milwaukee, Wis., USA) to yield the alcohol (VI) which is converted to a benzyl chloride (VII) using thionyl chloride. The benzyl...